From a dataset of the Open Reaction Database (ORD), a public repository of structured organic reaction records. describe an organic reaction: reactants, conditions, products, and yield Yields the product Cl.C(C1=CC=CC=C1)OC([C@H]1N(CCC1)C([C@H]1NCCC1)=O)=O (L-prolyl-L-proline benzylester hydrochloride). Reaction SMILES: [CH2:1]([O:8][C:9](=[O:29])[C@@H:10]1[CH2:14][CH2:13][CH2:12][N:11]1[C:15](=[O:28])[C@@H:16]1[CH2:20][CH2:19][CH2:18][N:17]1C(OC(C)(C)C)=O)[C:2]1[CH:7]=[CH:6][CH:5]=[CH:4][CH:3]=1.[ClH:30]>O1CCOCC1>[ClH:30].[CH2:1]([O:8][C:9](=[O:29])[C@@H:10]1[CH2:14][CH2:13][CH2:12][N:11]1[C:15](=[O:28])[C@@H:16]1[CH2:20][CH2:19][CH2:18][NH:17]1)[C:2]1[CH:3]=[CH:4][CH:5]=[CH:6][CH:7]=1 |f:3.4|. Starting materials: C(C1=CC=CC=C1)OC([C@H]1N(CCC1)C([C@H]1N(CCC1)C(=O)OC(C)(C)C)=O)=O (N-t-butyloxycarbonyl-L-prolyl-L-proline benzylester), Cl (hydrochloric acid). Procedure details: N-t-butyloxycarbonyl-L-prolyl-L-proline benzylester (60.70 g, 150 mmole) was dissolved in 4N hydrochloric acid in dioxane (350 ml) solution, and stirred for 1 hour at room temperature. The solution was concentrated under reduced pressure, and diethyl ether was added to the solution while cooling with ice and stirring to obtain L-prolyl-L-proline benzylester hydrochloride (47.80 g, 94.1%). Solvent: O1CCOCC1 (dioxane). Isolated yield 94.1%. Reaction conditions: time 1 hour. Reactants: CC1=NC=2N(C(=C1)O)N=CC2.CC1=NC=2N(C(=C1)O)C=CN2.CC1=NC=2N(C(=C1)O)N=CN2 (5-Methyl-pyrazolo[1,5-a]pyrimidin-7-ol 7-Methyl-imidazo[1,2-a]pyrimidin-5-ol 5-Methyl-[1,2,4]triazolo[1,5-a]-pyrimidin-7-ol), P(=O)(Cl)(Cl)Cl (phosphorus oxychloride), Cl (hydrogen chloride). The product is CC1=NC=2N(C(=C1)O)N=CN2 (5-Methyl-[1,2,4]triazolo[1,5-a]pyrimidin-7-ol). Isolated yield 42.0%. As a reaction SMILES: CC1C=C(O)N2N=CC=C2N=1.CC1C=C(O)N2C=CN=C2N=1.[CH3:23][C:24]1[CH:29]=[C:28]([OH:30])[N:27]2[N:31]=[CH:32][N:33]=[C:26]2[N:25]=1.P(Cl)(Cl)(Cl)=O.Cl>>[CH3:23][C:24]1[CH:29]=[C:28]([OH:30])[N:27]2[N:31]=[CH:32][N:33]=[C:26]2[N:25]=1 |f:0.1.2|. Procedure details: 5-Methyl-pyrazolo[1,5-a]pyrimidin-7-ol/7-Methyl-imidazo[1,2-a]pyrimidin-5-ol/5-Methyl-[1,2,4]triazolo[1,5-a]-pyrimidin-7-ol (3c) (6.5 mmol) was added to 1.82 ml (19.5 mmol) of phosphorus oxychloride and heated under reflux for 30-60 minutes. in a round bottom flask, during which time the solid dissolved and hydrogen chloride was evolved. Excess phosphorus oxychloride was removed by distillation at reduced pressure on a steam-bath and the residue triturated with ice water. Product was extracted f... Starting materials: CO, [Cl-], O=C(NCc1ccc(Cl)cc1)c1cnc2c(F)cc(I)cc2c1O, [H-], [NH4+], [Na+], CN(C)C=O. Yields the product COc1cc(I)cc2c(O)c(C(=O)NCc3ccc(Cl)cc3)cnc12. RXN SMILES: [CH3:27][OH:28].[Cl-:29].[Cl:1][c:2]1[cH:3][cH:4][c:5]([CH2:6][NH:7][C:8](=[O:9])[c:10]2[cH:11][n:12][c:13]3[c:14]([F:22])[cH:15][c:16]([I:21])[cH:17][c:18]3[c:19]2[OH:20])[cH:23][cH:24]1.[H-:25].[NH4+:30].[Na+:26].[O:31]=[CH:32][N:33]([CH3:34])[CH3:35]>>[Cl:1][c:2]1[cH:3][cH:4][c:5]([CH2:6][NH:7][C:8](=[O:9])[c:10]2[cH:11][n:12][c:13]3[c:14]([O:28][CH3:27])[cH:15][c:16]([I:21])[cH:17][c:18]3[c:19]2[OH:20])[cH:23][cH:24]1. Starting materials: NC1=CC=C(C=C1)C1=CC=C(C=C1)Br (4-amino-4'-bromobiphenyl), C(C)(=O)Cl (acetyl chloride). Run in N1=CC=CC=C1 (pyridine). Reaction conditions: time 30 minute. The product is BrC1=CC=C(C=C1)C1=CC=C(C=C1)NC(C)=O (N-(4'-bromo-4-biphenylyl)acetamide). Yield: 91.2%. As a reaction SMILES: [NH2:1][C:2]1[CH:7]=[CH:6][C:5]([C:8]2[CH:13]=[CH:12][C:11]([Br:14])=[CH:10][CH:9]=2)=[CH:4][CH:3]=1.[C:15](Cl)(=[O:17])[CH3:16]>N1C=CC=CC=1>[Br:14][C:11]1[CH:12]=[CH:13][C:8]([C:5]2[CH:4]=[CH:3][C:2]([NH:1][C:15](=[O:17])[CH3:16])=[CH:7][CH:6]=2)=[CH:9][CH:10]=1. Procedure: [I] A solution prepared by dissolving 0.75 g of 4-amino-4'-bromobiphenyl in 10 ml of pyridine, was cooled with ice, and 1.0 g of acetyl chloride was dropwise added thereto. The mixture was stirred over a period of 30 minutes. After the completion of the reaction, the reaction solution was extracted with ethyl acetate and water. The organic layer was washed with dilute hydrochloric acid and further with a saturated sodium chloride aqueous solution, and then dried over anhydrous sodium sulfate. Th... Reactants: BrC(C(=O)OCC)C1=CC=CC=C1 (ethyl 2-bromo-2-phenylacetate), NC1=C(SC=C1)C(=O)N (3-aminothiophene-2-carboxamide), [OH-].[Na+] (Sodium hydroxide). Run in C(C)#N (acetonitrile). Run at time 24 hour. The product is C(N)(=O)C=1SC=CC1NC(C(=O)O)C1=CC=CC=C1 (2-(2-carbamoylthiophen-3-ylamino)-2-phenylacetic acid). Yield: 70.4%. RXN SMILES: Br[CH:2]([C:8]1[CH:13]=[CH:12][CH:11]=[CH:10][CH:9]=1)[C:3]([O:5]CC)=[O:4].[NH2:14][C:15]1[CH:19]=[CH:18][S:17][C:16]=1[C:20]([NH2:22])=[O:21].[OH-].[Na+]>C(#N)C>[C:20]([C:16]1[S:17][CH:18]=[CH:19][C:15]=1[NH:14][CH:2]([C:8]1[CH:9]=[CH:10][CH:11]=[CH:12][CH:13]=1)[C:3]([OH:5])=[O:4])(=[O:21])[NH2:22] |f:2.3|. Procedure: A solution of ethyl 2-bromo-2-phenylacetate (349 μl, 2.00 mmol) and 3-aminothiophene-2-carboxamide (284 mg, 2.00 mmol) in acetonitrile (2 ml) was heated under microwave irradiation at 100° C. for 1 hour. Acetonitrile was evaporated, and the residue was dissolved in EtOH (2 ml). Sodium hydroxide (80 mg, 2.00 mmol) was added, and the reaction mixture was stirred at room temperature for 24 hours. Then ethanol was evaporated, and the residue was taken up with water and washed with EtOAc. The pH of t... Reactants: CO, O=C1c2ccccc2C(=O)c2cc(Cl)ccc21, Clc1ccc2cc3ccccc3cc2c1. Yields the product O=Cc1c2ccccc2cc2ccc(Cl)cc12. Reaction SMILES: [CH3:33][OH:34].[Cl:16][c:17]1[cH:18][cH:19][c:20]2[c:30]([cH:32]1)[C:28](=[O:29])[c:22]1[c:21]([cH:26][cH:25][cH:24][cH:23]1)[C:27]2=[O:31].[Cl:1][c:2]1[cH:3][c:4]2[cH:5][c:6]3[cH:7][cH:8][cH:9][cH:10][c:11]3[cH:12][c:13]2[cH:14][cH:15]1>>[Cl:1][c:2]1[cH:3][c:4]2[c:5]([CH:27]=[O:31])[c:6]3[cH:7][cH:8][cH:9][cH:10][c:11]3[cH:12][c:13]2[cH:14][cH:15]1. Starting materials: COC=1C=C2C(CC(N(C2=CC1)C)=O)(C)C (6-methoxy-1,4,4-trimethyl-3,4-dihydro-1H-quinolin-2-one), FC(C(=O)O)(F)F (trifluoroacetic acid), C1N2CN3CN1CN(C2)C3 (hexamethylene tetraamine). Yields the product COC=1C=C2C(CC(N(C2=CC1C=O)C)=O)(C)C (6-Methoxy-1,4,4-trimethyl-3,4-dihydro-1H-quinolin-2-one-7-carboxaldehyde). RXN SMILES: [CH3:1][O:2][C:3]1[CH:4]=[C:5]2[C:10](=[CH:11][CH:12]=1)[N:9]([CH3:13])[C:8](=[O:14])[CH2:7][C:6]2([CH3:16])[CH3:15].FC(F)(F)[C:19](O)=[O:20].C1N2CN3CN(C2)CN1C3>>[CH3:1][O:2][C:3]1[CH:4]=[C:5]2[C:10](=[CH:11][C:12]=1[CH:19]=[O:20])[N:9]([CH3:13])[C:8](=[O:14])[CH2:7][C:6]2([CH3:16])[CH3:15]. Procedure: To a flame dried round bottom flask equipped with a nitrogen cap was added 83 mg (0.38 mmol) 6-methoxy-1,4,4-trimethyl-3,4-dihydro-1H-quinolin-2-one, 3 ml of trifluoroacetic acid and 53 mg (0.38 mmol) of hexamethylene tetraamine. The mixture was stirred under reflux for 1.5 hours and then cooled to ambient temperature. The reaction mixture was quenched with 30 ml of saturated aqueous bicarbonate solution and extracted with ethyl acetate (3×30 ml). The combined organics were then washed with brin...